The task is: describe an organic reaction: reactants, conditions, products, and yield. This data is from the Open Reaction Database (ORD), a public repository of structured organic reaction records. Starting materials: FC(F)(F)c1cccc(N2CCN(CCCCl)CC2)c1, O=C1CCCc2[nH]ccc21. Yields the product O=C1CCCc2c1ccn2CCCN1CCN(c2cccc(C(F)(F)F)c2)CC1. Reaction SMILES: [Cl:1][CH2:2][CH2:3][CH2:4][N:5]1[CH2:6][CH2:7][N:8]([c:11]2[cH:12][c:13]([C:17]([F:18])([F:19])[F:20])[cH:14][cH:15][cH:16]2)[CH2:9][CH2:10]1.[nH:21]1[cH:22][cH:23][c:24]2[c:29]1[CH2:28][CH2:27][CH2:26][C:25]2=[O:30]>>[CH2:2]([CH2:3][CH2:4][N:5]1[CH2:6][CH2:7][N:8]([c:11]2[cH:12][c:13]([C:17]([F:18])([F:19])[F:20])[cH:14][cH:15][cH:16]2)[CH2:9][CH2:10]1)[n:21]1[cH:22][cH:23][c:24]2[c:29]1[CH2:28][CH2:27][CH2:26][C:25]2=[O:30]. Reactants: NC1=NN2C(N(C(=C([C@H]2C2=CC=C(C=C2)C#N)C#N)C)C2=CC(=CC=C2)C(F)(F)F)=N1 ((7R)-2-amino-7-(4-cyanophenyl)-5-methyl-4-[3-(trifluoromethyl)phenyl]-4,7-dihydro[1,2,4]triazolo[1,5-a]pyrimidine-6-carbonitrile), ClC(=O)OCC1=CC=CC=C1 (benzyl chloroformate). Solvent: N1=CC=CC=C1 (pyridine). Reaction conditions: time 12 hour. The product is C(C1=CC=CC=C1)OC(NC1=NN2C(N(C(=C([C@H]2C2=CC=C(C=C2)C#N)C#N)C)C2=CC(=CC=C2)C(F)(F)F)=N1)=O (Benzyl{(7R)-6-cyano-7-(4-cyanophenyl)-5-methyl-4-[3-(trifluoromethyl)phenyl]-4,7-dihydro-[1,2,4]triazolo[1,5-a]pyrimidin-2-yl}carbamate). Reaction SMILES: [NH2:1][C:2]1[N:31]=[C:5]2[N:6]([C:21]3[CH:26]=[CH:25][CH:24]=[C:23]([C:27]([F:30])([F:29])[F:28])[CH:22]=3)[C:7]([CH3:20])=[C:8]([C:18]#[N:19])[C@@H:9]([C:10]3[CH:15]=[CH:14][C:13]([C:16]#[N:17])=[CH:12][CH:11]=3)[N:4]2[N:3]=1.Cl[C:33]([O:35][CH2:36][C:37]1[CH:42]=[CH:41][CH:40]=[CH:39][CH:38]=1)=[O:34]>N1C=CC=CC=1>[CH2:36]([O:35][C:33](=[O:34])[NH:1][C:2]1[N:31]=[C:5]2[N:6]([C:21]3[CH:26]=[CH:25][CH:24]=[C:23]([C:27]([F:28])([F:30])[F:29])[CH:22]=3)[C:7]([CH3:20])=[C:8]([C:18]#[N:19])[C@@H:9]([C:10]3[CH:15]=[CH:14][C:13]([C:16]#[N:17])=[CH:12][CH:11]=3)[N:4]2[N:3]=1)[C:37]1[CH:42]=[CH:41][CH:40]=[CH:39][CH:38]=1. Procedure details: Under an atmosphere of argon protective gas, (7R)-2-amino-7-(4-cyanophenyl)-5-methyl-4-[3-(trifluoromethyl)phenyl]-4,7-dihydro[1,2,4]triazolo[1,5-a]pyrimidine-6-carbonitrile (400 mg, 874 μmol) was initially charged in abs. pyridine (15 ml). At 0° C., benzyl chloroformate was added in a plurality of portions (3×460 mg, 3×2621 μmol; 9 eq.), and the mixture was then stirred for 12 h with warming to RT. Once HPLC analysis showed substantial conversion, the reaction mixture was concentrated under red... Reactants: BrC1=C(C=C(C=C1)C1=NOC(=N1)CO)C (3-(4-Bromo-3-methylphenyl)-1,2,4-oxadiazol-5-ylmethanol), B(O)(O)C1=CC=C(C(=O)O)C=C1 (4-boronobenzoic acid). Product: OCC1=NC(=NO1)C1=CC=C(C=C1)C1=CC=C(C=C1)C(=O)O (4'-(5-hydroxymethyl-1,2,4-oxadiazol-3-yl)biphenyl-4-carboxylic acid). Reaction SMILES: Br[C:2]1[CH:7]=[CH:6][C:5]([C:8]2[N:12]=[C:11]([CH2:13][OH:14])[O:10][N:9]=2)=[CH:4][C:3]=1C.B([C:19]1[CH:27]=[CH:26][C:22]([C:23]([OH:25])=[O:24])=[CH:21][CH:20]=1)(O)O>>[OH:14][CH2:13][C:11]1[O:10][N:9]=[C:8]([C:5]2[CH:4]=[CH:3][C:2]([C:19]3[CH:27]=[CH:26][C:22]([C:23]([OH:25])=[O:24])=[CH:21][CH:20]=3)=[CH:7][CH:6]=2)[N:12]=1. Reported procedure: 3-(4-Bromo-3-methylphenyl)-1,2,4-oxadiazol-5-ylmethanol (EP 0533268 A1) (1.0 g, 3.7 mmol) was reacted with 4-boronobenzoic acid using similar conditions to Description 11 to afford 4'-(5-hydroxymethyl-1,2,4-oxadiazol-3-yl)biphenyl-4-carboxylic acid. This was dissolved in methanol (70 ml), treated with conc. sulphuric acid (2 ml) and heated under reflux for 4 hours. The solution was concentrated in vacuo and the residue basified with 10% Na2CO3 solution and extracted with ethyl acetate. The extra...